From a dataset of the Open Reaction Database (ORD), a public repository of structured organic reaction records. describe an organic reaction: reactants, conditions, products, and yield Starting materials: CC(C)(C)OC([C@@H](NCC(=O)OC(C)(C)C)CC1=CNC2=CC=CC=C12)=O (N-[2-(1,1-dimethylethoxy)-2-oxoethyl]-L-tryptophan 1,1-dimethylethyl ester), C1CO1 (ethylene oxide), [O-]S(=O)(=O)C(F)(F)F.[Yb+3].[O-]S(=O)(=O)C(F)(F)F.[O-]S(=O)(=O)C(F)(F)F (ytterbium triflate). The solvent is CC#N (CH3CN). Run at temperature -80 celsius. The product is CC(C)(C)OC([C@@H](N(CCO)CC(=O)OC(C)(C)C)CC1=CNC2=CC=CC=C12)=O (N-[2-(1,1-Dimethylethoxy)-2-oxoethyl]-N-(2-hydroxyethyl)-L-tryptophan 1,1-dimethylethyl ester). Yield: 77.3%. RXN SMILES: [CH3:1][C:2]([O:5][C:6](=[O:27])[C@H:7]([CH2:17][C:18]1[C:26]2[C:21](=[CH:22][CH:23]=[CH:24][CH:25]=2)[NH:20][CH:19]=1)[NH:8][CH2:9][C:10]([O:12][C:13]([CH3:16])([CH3:15])[CH3:14])=[O:11])([CH3:4])[CH3:3].[CH2:28]1[O:30][CH2:29]1.[O-]S(C(F)(F)F)(=O)=O.[Yb+3].[O-]S(C(F)(F)F)(=O)=O.[O-]S(C(F)(F)F)(=O)=O>CC#N>[CH3:4][C:2]([O:5][C:6](=[O:27])[C@H:7]([CH2:17][C:18]1[C:26]2[C:21](=[CH:22][CH:23]=[CH:24][CH:25]=2)[NH:20][CH:19]=1)[N:8]([CH2:9][C:10]([O:12][C:13]([CH3:14])([CH3:15])[CH3:16])=[O:11])[CH2:28][CH2:29][OH:30])([CH3:1])[CH3:3] |f:2.3.4.5|. Reported procedure: In a four-necked flask cooled to −80° C. equipped with a mechanical stirrer, a thermometer, and a jacketed dropping funnel N-[2-(1,1-dimethylethoxy)-2-oxoethyl]-L-tryptophan 1,1-dimethylethyl ester (5 g; 13.35 mmol) was dissolved in CH3CN (25 mL). In the dropping funnel, cooled at −80° C., ethylene oxide (13 mL; 0.26 mol) was collected from the cylinder and then quickly dropped into the solution. Solid ytterbium triflate (0.83 g; 1.34 mmol) was added and after removal of the cooling bath the tem...